From a dataset of the Open Reaction Database (ORD), a public repository of structured organic reaction records. describe an organic reaction: reactants, conditions, products, and yield Starting materials: CO, CCOC(C)=O, Cl, COC(=O)c1cc([N+](=O)[O-])ccc1-c1ccc(F)c(F)c1F, [Na+], C1CCOC1, [OH-], O. The product is O=C(O)c1cc([N+](=O)[O-])ccc1-c1ccc(F)c(F)c1F. RXN SMILES: [CH3:32][OH:33].[CH3:34][CH2:35][O:36][C:37](=[O:38])[CH3:39].[ClH:26].[F:1][c:2]1[c:3](-[c:10]2[c:11]([C:12](=[O:13])[O:14][CH3:15])[cH:16][c:17]([N+:20](=[O:21])[O-:22])[cH:18][cH:19]2)[cH:4][cH:5][c:6]([F:9])[c:7]1[F:8].[Na+:24].[O:27]1[CH2:28][CH2:29][CH2:30][CH2:31]1.[OH-:23].[OH2:25]>>[F:1][c:2]1[c:3](-[c:10]2[c:11]([C:12](=[O:13])[OH:14])[cH:16][c:17]([N+:20](=[O:21])[O-:22])[cH:18][cH:19]2)[cH:4][cH:5][c:6]([F:9])[c:7]1[F:8]. Starting materials: CCOC(=O)C=Cc1ccc2c(=O)n(CC(C)C)c(CNC(=O)OC(C)(C)C)c(-c3ccccc3)c2c1, CCO, Cl, [Na+], C1CCOC1, [OH-], O. The product is CC(C)Cn1c(CNC(=O)OC(C)(C)C)c(-c2ccccc2)c2cc(C=CC(=O)O)ccc2c1=O. RXN SMILES: [C:1]([CH3:2])([CH3:3])([CH3:4])[O:5][C:6](=[O:7])[NH:8][CH2:9][c:10]1[n:11]([CH2:34][CH:35]([CH3:36])[CH3:37])[c:12](=[O:33])[c:13]2[cH:14][cH:15][c:16]([CH:26]=[CH:27][C:28](=[O:29])[O:30][CH2:31][CH3:32])[cH:17][c:18]2[c:19]1-[c:20]1[cH:21][cH:22][cH:23][cH:24][cH:25]1.[CH3:47][CH2:48][OH:49].[ClH:41].[Na+:39].[O:42]1[CH2:43][CH2:44][CH2:45][CH2:46]1.[OH-:38].[OH2:40]>>[C:1]([CH3:2])([CH3:3])([CH3:4])[O:5][C:6](=[O:7])[NH:8][CH2:9][c:10]1[n:11]([CH2:34][CH:35]([CH3:36])[CH3:37])[c:12](=[O:33])[c:13]2[cH:14][cH:15][c:16]([CH:26]=[CH:27][C:28](=[O:29])[OH:30])[cH:17][c:18]2[c:19]1-[c:20]1[cH:21][cH:22][cH:23][cH:24][cH:25]1. Reactants: C(C)OC(=O)C1CN(CCN1)C(=O)OC(C)(C)C (piperazine-1,3-dicarboxylic acid 1-tert-butyl ester 3-ethyl ester), C(=O)OC1=C(C(=C(C(=C1F)F)F)F)F (pentafluorophenyl formate), CN(CCN)C (N,N-dimethylethylenediamine). The solvent is ClCCl (dichloromethane). Reaction conditions: time 8 hour. Product: C(C)OC(=O)C1CN(CCN1C=O)C(=O)OC(C)(C)C (4-Formylpiperazine-1,3-dicarboxylic acid 1-tert-butyl ester 3-ethyl ester). RXN SMILES: [CH2:1]([O:3][C:4]([CH:6]1[NH:11][CH2:10][CH2:9][N:8]([C:12]([O:14][C:15]([CH3:18])([CH3:17])[CH3:16])=[O:13])[CH2:7]1)=[O:5])[CH3:2].[CH:19](OC1C(F)=C(F)C(F)=C(F)C=1F)=[O:20].CN(C)CCN>ClCCl>[CH2:1]([O:3][C:4]([CH:6]1[N:11]([CH:19]=[O:20])[CH2:10][CH2:9][N:8]([C:12]([O:14][C:15]([CH3:17])([CH3:16])[CH3:18])=[O:13])[CH2:7]1)=[O:5])[CH3:2]. Reported procedure: A solution of piperazine-1,3-dicarboxylic acid 1-tert-butyl ester 3-ethyl ester (38.22 g, prepared according to the procedure described in WO 96/31478 Step B page 94) in dry dichloromethane (400 mL) was treated with pentafluorophenyl formate (43.32 g, prepared according to the procedure of Kisfaludy and Otvos, Synthesis, 1987, 510). After stirring at room temperature overnight the reaction mixture was treated with N,N-dimethylethylenediamine (32.5 mL) and stirring continued for a further 1.5 hou... Reaction SMILES: [CH3:1][C:2]([CH3:47])=[CH:3][CH2:4][CH2:5][C@:6]1([CH3:46])[O:11][C:10]2[C:12]([CH2:41][CH:42]=[C:43]([CH3:45])[CH3:44])=[C:13]3[O:25][C@@:24]45[C:26]6([CH2:33]/[CH:34]=[C:35](/[C:38]([OH:40])=[O:39])\[CH2:36]O)[O:29][C:30]([CH3:32])([CH3:31])[CH:23]4[CH2:22][C@H:21]([C:27]6=[O:28])[CH:20]=[C:19]5[C:17](=[O:18])[C:14]3=[C:15]([OH:16])[C:9]=2[CH:8]=[CH:7]1>C(Cl)(Cl)Cl>[CH3:1][C:2]([CH3:47])=[CH:3][CH2:4][CH2:5][C@@:6]1([CH3:46])[O:11][C:10]2[C:12]([CH2:41][CH:42]=[C:43]([CH3:45])[CH3:44])=[C:13]3[O:25][C@@:24]45[C:26]6([CH2:33]/[CH:34]=[C:35](/[C:38]([OH:40])=[O:39])\[CH3:36])[O:29][C:30]([CH3:31])([CH3:32])[CH:23]4[CH2:22][C@H:21]([C:27]6=[O:28])[CH:20]=[C:19]5[C:17](=[O:18])[C:14]3=[C:15]([OH:16])[C:9]=2[CH:8]=[CH:7]1. The reactants are CC(=CCC[C@]1(C=CC2=C(O1)C(=C3C(=C2O)C(=O)C4=C[C@@H]5CC6[C@@]4(O3)C(C5=O)(OC6(C)C)C/C=C(\CO)/C(=O)O)CC=C(C)C)C)C (30-hydroxygambogic acid), acid ( 2 ). The solvent is C(Cl)(Cl)Cl (CHCl3), C(Cl)(Cl)Cl (CHCl3). The product is CC(=CCC[C@@]1(C=CC2=C(O1)C(=C3C(=C2O)C(=O)C4=C[C@@H]5CC6[C@@]4(O3)C(C5=O)(OC6(C)C)C/C=C(\C)/C(=O)O)CC=C(C)C)C)C (Isogambogic Acid). Procedure: Isogambogic acid (1) obtained was a bright yellow amorphous powder. [α]D20=−660° (c=0.321, CHCl3). ESIMS: m/z=629 ([M+H]+); (+)FABMS: m/z=629 ([M+H]+); HRESIMS: m/z=obsd. 629.3133 [M+H]+, calcd. 629.3114. Epiisogambogic acid (2) was also a bright yellow amorphous powder. [α]D20=−587° (c=0.261, CHCl3). ESIMS: m/z=629 ([M+H]+); (+)FABMS: m/z=629 ([M+H]+); HRESIMS: m/z=obsd. 629.3101 [M+H]+, calcd. 629.3114. More analytic data are shown in the following table 5: Starting materials: C(CCCCC)(=O)O (hexanoic acid), C1CCCC2=CC=CC=C12 (tetralin). The product is C(CCCCC)(=O)OC1=CC=CC2=CC=CC=C12 (naphthyl hexanoate). RXN SMILES: [C:1]([OH:8])(=[O:7])[CH2:2][CH2:3][CH2:4][CH2:5][CH3:6].[CH2:9]1[C:18]2[C:13](=[CH:14][CH:15]=[CH:16][CH:17]=2)[CH2:12][CH2:11][CH2:10]1>>[C:1]([O:8][C:17]1[C:18]2[C:13](=[CH:12][CH:11]=[CH:10][CH:9]=2)[CH:14]=[CH:15][CH:16]=1)(=[O:7])[CH2:2][CH2:3][CH2:4][CH2:5][CH3:6]. Reported procedure: The procedure of Example 2 was followed except that hexanoic acid (33 g.; 284 m mols) was used in place of octanoic acid and the reaction time was 31/2 hours. Analysis showed that about 55% of the tetralin was converted producing naphthyl hexanoate in 62% selectivity. Starting materials: Cc1ccccc1, O=C=Nc1ccc(F)cc1, COCCOc1cc2nccc(Oc3ccc(N)cc3)c2cc1C#N. Product: COCCOc1cc2nccc(Oc3ccc(NC(=O)Nc4ccc(F)cc4)cc3)c2cc1C#N. Reaction SMILES: [CH3:36][c:37]1[cH:38][cH:39][cH:40][cH:41][cH:42]1.[F:26][c:27]1[cH:28][cH:29][c:30]([N:33]=[C:34]=[O:35])[cH:31][cH:32]1.[NH2:1][c:2]1[cH:3][cH:4][c:5]([O:6][c:7]2[cH:8][cH:9][n:10][c:11]3[cH:12][c:13]([O:19][CH2:20][CH2:21][O:22][CH3:23])[c:14]([C:17]#[N:18])[cH:15][c:16]23)[cH:24][cH:25]1>>[NH:1]([c:2]1[cH:3][cH:4][c:5]([O:6][c:7]2[cH:8][cH:9][n:10][c:11]3[cH:12][c:13]([O:19][CH2:20][CH2:21][O:22][CH3:23])[c:14]([C:17]#[N:18])[cH:15][c:16]23)[cH:24][cH:25]1)[C:34]([NH:33][c:30]1[cH:29][cH:28][c:27]([F:26])[cH:32][cH:31]1)=[O:35]. The reagents and catalysts are [Ru](=O)(=O)(=O)[O-].C(CC)[N+](CCC)(CCC)CCC (tetrapropylammonium perruthenate). Conditions: time 2 hour. Yields the product OCCCOC1=CC=C(C=O)C=C1 (4-(3-hydroxy-propoxy)-benzaldehyde). Reaction SMILES: [OH:1][CH2:2][C:3]1[CH:13]=[CH:12][C:6]([O:7][CH2:8][CH2:9][CH2:10][OH:11])=[CH:5][CH:4]=1.C[N+]1([O-])CCOCC1>C(#N)C.[Ru]([O-])(=O)(=O)=O.C([N+](CCC)(CCC)CCC)CC>[OH:11][CH2:10][CH2:9][CH2:8][O:7][C:6]1[CH:12]=[CH:13][C:3]([CH:2]=[O:1])=[CH:4][CH:5]=1 |f:3.4|. Starting materials: OCC1=CC=C(OCCCO)C=C1 (3-(4-hydroxymethyl-phenoxy)-propan-1-ol), C[N+]1(CCOCC1)[O-] (N-methylmorpholine-N-oxide). Solvent: C(C)#N (acetonitrile). Procedure: To a suspension of the above 3-(4-hydroxymethyl-phenoxy)-propan-1-ol (1.50 g, 8.23 mmol) in acetonitrile (25 mL) is added N-methylmorpholine-N-oxide (1.50 g, 12.38 mmol) followed by tetrapropylammonium perruthenate (140 mg, 0.43 mmol). The dark solution is stirred at rt for 2 h before the solvent is removed in vacuo. The crude product is purified by column chromatography on silica gel (heptane/EA) to give 4-(3-hydroxy-propoxy)-benzaldehyde. 1H NMR (D6-DMSO): δ 9.83 (s, 1H), 7.85-7.81 (m, 2H), 7.... Starting materials: BrC=1C=C(C(=O)NS(=O)(=O)C2=CC=C(C=C2)[N+](=O)[O-])C=C(C1OCC1=CC(=CC=C1)Br)Br (N-[3,5-dibromo-4-(3-bromobenzyloxy)benzoyl]-4-nitrobenzenesulphonamide), S(=O)([O-])S(=O)[O-].[Na+].[Na+] (sodium dithionite). Run in C(C)O (ethanol). Run at temperature 70 celsius. Product: NC1=CC=C(C=C1)S(=O)(=O)NC(C1=CC(=C(C(=C1)Br)OCC1=CC(=CC=C1)Br)Br)=O (4-amino-N-[3,5-dibromo-4-(3-bromobenzyloxy)-benzoyl]benzenesulphonamide). Yield: 19.4%. Reaction SMILES: [Br:1][C:2]1[CH:3]=[C:4]([CH:20]=[C:21]([Br:32])[C:22]=1[O:23][CH2:24][C:25]1[CH:30]=[CH:29][CH:28]=[C:27]([Br:31])[CH:26]=1)[C:5]([NH:7][S:8]([C:11]1[CH:16]=[CH:15][C:14]([N+:17]([O-])=O)=[CH:13][CH:12]=1)(=[O:10])=[O:9])=[O:6].S(S([O-])=O)([O-])=O.[Na+].[Na+]>C(O)C>[NH2:17][C:14]1[CH:15]=[CH:16][C:11]([S:8]([NH:7][C:5](=[O:6])[C:4]2[CH:3]=[C:2]([Br:1])[C:22]([O:23][CH2:24][C:25]3[CH:30]=[CH:29][CH:28]=[C:27]([Br:31])[CH:26]=3)=[C:21]([Br:32])[CH:20]=2)(=[O:9])=[O:10])=[CH:12][CH:13]=1 |f:1.2.3|. Reported procedure: To a solution of N-[3,5-dibromo-4-(3-bromobenzyloxy)benzoyl]-4-nitrobenzenesulphonamide (0.25 mmol), prepared as described in Example 33, in ethanol (95%, 25 mL), sodium dithionite (1.26 mmol) was added and the reaction mixture stirred over night at 70° C. The reaction mixture was allowed to reach room temperature and then evaporated in vacuo. The residue was diluted with ethyl acetate and washed with an aqueous solution of sodium hydrogencarbonate (saturated). The organic phase was dried over m... Starting materials: O=[N+]([O-])c1cc(Br)ccc1CO, ClCCl. The product is O=Cc1ccc(Br)cc1[N+](=O)[O-]. Reaction SMILES: [Br:1][c:2]1[cH:3][c:4]([N+:10](=[O:11])[O-:12])[c:5]([CH2:8][OH:9])[cH:6][cH:7]1.[Cl:13][CH2:14][Cl:15]>>[Br:1][c:2]1[cH:3][c:4]([N+:10](=[O:11])[O-:12])[c:5]([CH:8]=[O:9])[cH:6][cH:7]1. Isolated yield 0.9%. The product is ClC1=C(C(=CC(=C1)C)[N+](=O)[O-])N=C1NCCN1 (2-(2-chloro-4-methyl-6-nitro-phenylimino)-imidazolidine). Reported procedure: 50 gm (0.183 mol) of 2-(2-chloro-4-methyl-phenylimino)-imidazolidine nitrate were slowly added over a period of two hours to 70 ml of concentrated sulfuric acid at 5°-10° C., while slightly cooling with ice and thoroughly stirring and the resulting black solution was stirred for one hour more at 5° C. Thereafter, ice was added, the aqueous mixture was made alkaline with 5 N sodium hydroxide, and the precipitate formed thereby was collected, recrystallized from methanol and separated from the mot... Reactants: [N+](=O)(O)[O-].ClC1=C(C=CC(=C1)C)N=C1NCCN1 (2-(2-chloro-4-methyl-phenylimino)-imidazolidine nitrate), S(O)(O)(=O)=O (sulfuric acid), [OH-].[Na+] (sodium hydroxide). Reaction SMILES: [N+:1]([O-:4])(O)=[O:2].[Cl:5][C:6]1[CH:11]=[C:10]([CH3:12])[CH:9]=[CH:8][C:7]=1[N:13]=[C:14]1[NH:18][CH2:17][CH2:16][NH:15]1.S(=O)(=O)(O)O.[OH-].[Na+]>>[Cl:5][C:6]1[CH:11]=[C:10]([CH3:12])[CH:9]=[C:8]([N+:1]([O-:4])=[O:2])[C:7]=1[N:13]=[C:14]1[NH:15][CH2:16][CH2:17][NH:18]1 |f:0.1,3.4|.